From a dataset of the Open Reaction Database (ORD), a public repository of structured organic reaction records. describe an organic reaction: reactants, conditions, products, and yield The reactants are O1C(NCC1)=O (oxazolidin-2-one), COC(C1=CC(=CC(=C1)I)Br)=O (3-bromo-5-iodo-benzoic acid methylester), ClC1=CC=C(C=C1)[C@@]1(C[C@@]12C(NC1=CC=CC=C21)=O)C(C)C ((1R,2R)-2-(4-chlorophenyl)-2-isopropylspiro[cyclopropane-1,3′-indolin]-2′-one). The product is ClC1=CC=C(C=C1)[C@@]1(C[C@@]12C(N(C1=CC=CC=C21)C=2C=C(C(=O)O)C=C(C2)N2C(OCC2)=O)=O)C(C)C ((1R,2R)-3-(2-(4-chlorophenyl)-2-isopropyl-2′-oxospiro[cyclopropane-1,3′-indoline]-1′-yl)-5-(2-oxooxazolidin-3-yl)benzoic acid). As a reaction SMILES: [O:1]1[CH2:5][CH2:4][NH:3][C:2]1=[O:6].C[O:8][C:9](=[O:18])[C:10]1[CH:15]=[C:14](I)[CH:13]=[C:12](Br)[CH:11]=1.[Cl:19][C:20]1[CH:25]=[CH:24][C:23]([C@@:26]2([CH:38]([CH3:40])[CH3:39])[C@@:28]3([C:36]4[C:31](=[CH:32][CH:33]=[CH:34][CH:35]=4)[NH:30][C:29]3=[O:37])[CH2:27]2)=[CH:22][CH:21]=1>>[Cl:19][C:20]1[CH:21]=[CH:22][C:23]([C@@:26]2([CH:38]([CH3:40])[CH3:39])[C@@:28]3([C:36]4[C:31](=[CH:32][CH:33]=[CH:34][CH:35]=4)[N:30]([C:12]4[CH:11]=[C:10]([CH:15]=[C:14]([N:3]5[CH2:4][CH2:5][O:1][C:2]5=[O:6])[CH:13]=4)[C:9]([OH:8])=[O:18])[C:29]3=[O:37])[CH2:27]2)=[CH:24][CH:25]=1. Reported procedure: The title compound was prepared in analogy to Example 95 starting from oxazolidin-2-one (commercially available), 3-bromo-5-iodobenzoic methylester (prepared as in Example 92), (1S,2S) and (1R,2R)-2-(4-chlorophenyl)-2-isopropylspiro[cyclopropane-1,3′-indolin]-2′-one prepared as in Scheme 2. LC/MS m/e calcd. for C29H25ClN2O5: 516, observed (M+H)+: 517.21H NMR (400 MHz, DMSO-d6) δppm 0.77 (d, 3 H) 0.89 (d, 3 H) 2.16 (d, 1 H) 2.28 (d, 1 H) 2.85-3.02 (m, 1 H) 4.07-4.25 (m, 2 H) 4.41-4.59 (m, 2 H) 5.... Conditions: time 8 hour. As a reaction SMILES: [Br:1][C:2]1[CH:3]=[C:4]([SH:8])[CH:5]=[CH:6][CH:7]=1.Br[C:10]1[CH:21]=[CH:20]C2C(=O)CCCS[C:12]=2[CH:11]=1.C[Mg]I>CCOCC>[Br:1][C:2]1[CH:7]=[CH:6][C:5]2[CH:11]([CH3:12])[CH2:10][CH2:21][CH2:20][S:8][C:4]=2[CH:3]=1. Yields the product BrC1=CC2=C(C(CCCS2)C)C=C1 (8-bromo-2,3,4,5-tetrahydro-5-methyl-1-benzothiepine). Solvent: CCOCC (ether). Reported procedure: First, m-bromothiophenol was converted into 8-bromo-3,4-dihydro-1-benzothiepin-5(2H)-one. This ketone was methylated with MeMgI in ether and the resulting tertiary alcohol was deoxygenated as follows: 22.85 g were placed in 250 ml of hexane under argon and treated in succession with 75.1 g of sodium iodide (NaI), 26.4 ml of acetonitrile and 63.5 ml of Me3SiCl. The mixture was stirred at room temperature overnight, poured on to ice, extracted with ether, washed with bisulfite solution and water, ... The reactants are BrC=1C=C(C=CC1)S (m-bromothiophenol), C[Mg]I (MeMgI), BrC1=CC2=C(C(CCCS2)=O)C=C1 (8-bromo-3,4-dihydro-1-benzothiepin-5(2H)-one), ketone. Starting materials: ClC1=NC=NC(=C1CCC)CN1C(=NC=C1)C1=NC=CC=C1F (4-chloro-6-[2-(3-fluoro-pyridin-2-yl)-imidazol-1-ylmethyl]-5-propyl-pyrimidine), N1=CC(=CC=C1)B(O)O (3-pyridyl boronic acid), P(C(C)(C)C)(C(C)(C)C)C(C)(C)C ((t-Bu)3P), C(=O)([O-])[O-].[Cs+].[Cs+] (Cs2CO3). The reagents and catalysts are C=1C=CC(=CC1)/C=C/C(=O)/C=C/C2=CC=CC=C2.C=1C=CC(=CC1)/C=C/C(=O)/C=C/C2=CC=CC=C2.C=1C=CC(=CC1)/C=C/C(=O)/C=C/C2=CC=CC=C2.[Pd].[Pd] (Pd2(dba)3). Run in O1CCOCC1 (dioxane). Conditions: temperature 100 celsius. The product is FC=1C(=NC=CC1)C=1N(C=CN1)CC1=NC=NC(=C1CCC)C=1C=NC=CC1 (4-[2-(3-Fluoro-pyridin-2-yl)-imidazol-1-ylmethyl]-5-propyl-6-pyridin-3-yl-pyrimidine). RXN SMILES: Cl[C:2]1[C:7]([CH2:8][CH2:9][CH3:10])=[C:6]([CH2:11][N:12]2[CH:16]=[CH:15][N:14]=[C:13]2[C:17]2[C:22]([F:23])=[CH:21][CH:20]=[CH:19][N:18]=2)[N:5]=[CH:4][N:3]=1.[N:24]1[CH:29]=[CH:28][CH:27]=[C:26](B(O)O)[CH:25]=1.P(C(C)(C)C)(C(C)(C)C)C(C)(C)C.C([O-])([O-])=O.[Cs+].[Cs+]>O1CCOCC1.C1C=CC(/C=C/C(/C=C/C2C=CC=CC=2)=O)=CC=1.C1C=CC(/C=C/C(/C=C/C2C=CC=CC=2)=O)=CC=1.C1C=CC(/C=C/C(/C=C/C2C=CC=CC=2)=O)=CC=1.[Pd].[Pd]>[F:23][C:22]1[C:17]([C:13]2[N:12]([CH2:11][C:6]3[C:7]([CH2:8][CH2:9][CH3:10])=[C:2]([C:26]4[CH:25]=[N:24][CH:29]=[CH:28][CH:27]=4)[N:3]=[CH:4][N:5]=3)[CH:16]=[CH:15][N:14]=2)=[N:18][CH:19]=[CH:20][CH:21]=1 |f:3.4.5,7.8.9.10.11|. Procedure details: A mixture of 4-chloro-6-[2-(3-fluoro-pyridin-2-yl)-imidazol-1-ylmethyl]-5-propyl-pyrimidine (268 mg, 0.81 mmol), 3-pyridyl boronic acid (1.84 mmol), Pd2(dba)3 (37 mg, 0.04 mmol), (t-Bu)3P (8 mg, 0.04 mmol) and Cs2CO3 (600 mg, 1.84 mmol) in dioxane (6 mL) is degassed. The mixture is then heated at 100° C. for 6 hours. The solvent is removed in vacuo and water (10 mL) and EtOAc (15 mL) is added. The layers are separated and the aqueous layer is extracted with EtOAc (15 mL). The combined extracts a... Reactants: Compound 26, CCN=C=NCCCN(C)C (EDCI), BrC1=NC=C(C(=O)O)C=C1 (6-bromonicotinic acid), C1(CCCCC1)CCN (cyclohexylethylamine). Reaction conditions: time 12 day. The product is BrC1=NC=C(C(=O)N(CC)C2CCCCC2)C=C1 (6-Bromo-N-cyclohexyl-N-ethyl-nicotinamide). The yield is 14.0%. RXN SMILES: [Br:1][C:2]1[CH:10]=[CH:9][C:5]([C:6]([OH:8])=O)=[CH:4][N:3]=1.[CH:11]1(CCN)[CH2:16][CH2:15][CH2:14][CH2:13][CH2:12]1.[CH3:20][CH2:21][N:22]=C=NCCCN(C)C>>[Br:1][C:2]1[CH:10]=[CH:9][C:5]([C:6]([N:22]([CH:11]2[CH2:12][CH2:13][CH2:14][CH2:15][CH2:16]2)[CH2:21][CH3:20])=[O:8])=[CH:4][N:3]=1. Reported procedure: Compound 26 was obtained according to general procedure II, method A, starting from 6-bromonicotinic acid, cyclohexylethylamine (5.0 equiv.) and using EDCI (4.5 equiv.) as coupling agent. The reaction was stopped after 12 days at R.T. and 12 Hrs at 80° C. Purification by flash-chromatography (AcOEt 20% in cyclohexane) afforded the product in 14% yield. The reactants are CCN, COC(=O)C(C)Oc1cccc2ncnc(Nc3ccc4c(cnn4Cc4nccs4)c3)c12. Product: CCNC(=O)C(C)Oc1cccc2ncnc(Nc3ccc4c(cnn4Cc4nccs4)c3)c12. Reaction SMILES: [CH3:34][CH2:35][NH2:36].[s:1]1[c:2]([CH2:6][n:7]2[n:8][cH:9][c:10]3[cH:11][c:12]([NH:16][c:17]4[n:18][cH:19][n:20][c:21]5[cH:22][cH:23][cH:24][c:25]([O:27][CH:28]([C:29](=[O:30])[O:31][CH3:32])[CH3:33])[c:26]45)[cH:13][cH:14][c:15]23)[n:3][cH:4][cH:5]1>>[s:1]1[c:2]([CH2:6][n:7]2[n:8][cH:9][c:10]3[cH:11][c:12]([NH:16][c:17]4[n:18][cH:19][n:20][c:21]5[cH:22][cH:23][cH:24][c:25]([O:27][CH:28]([C:29](=[O:30])[NH:36][CH2:35][CH3:34])[CH3:33])[c:26]45)[cH:13][cH:14][c:15]23)[n:3][cH:4][cH:5]1. Reactants: [Na] (sodium), NC(=O)N (urea), C(C)OC(=O)C1(N(CCC1)C=1C=NC(=CC1)OC=1C=C2C=NN(C2=CC1)C1=CC=C(C=C1)F)C(=O)OCC (1-{6-[1-(4-Fluoro-phenyl)-1H-indazol-5-yloxy]-pyridin-3-yl}-pyrrolidine-2,2-dicarboxylic acid diethyl ester). The solvent is C(C)O (ethanol). Reaction conditions: temperature 80 celsius. The product is FC1=CC=C(C=C1)N1N=CC2=CC(=CC=C12)OC1=CC=C(C=N1)N1CCCC12C(NC(NC2=O)=O)=O (1-{6-[1-(4-Fluoro-phenyl)-1H-indazol-5-yloxy]-pyridin-3-yl}-1,7,9-triaza-spiro[4.5]decane-6,8,10-trione). As a reaction SMILES: [Na].[NH2:2][C:3]([NH2:5])=[O:4].C([O:8][C:9]([C:11]1([C:39](OCC)=[O:40])[CH2:15][CH2:14][CH2:13][N:12]1[C:16]1[CH:17]=[N:18][C:19]([O:22][C:23]2[CH:24]=[C:25]3[C:29](=[CH:30][CH:31]=2)[N:28]([C:32]2[CH:37]=[CH:36][C:35]([F:38])=[CH:34][CH:33]=2)[N:27]=[CH:26]3)=[CH:20][CH:21]=1)=O)C>C(O)C>[F:38][C:35]1[CH:36]=[CH:37][C:32]([N:28]2[C:29]3[C:25](=[CH:24][C:23]([O:22][C:19]4[N:18]=[CH:17][C:16]([N:12]5[C:11]6([C:39](=[O:40])[NH:5][C:3](=[O:4])[NH:2][C:9]6=[O:8])[CH2:15][CH2:14][CH2:13]5)=[CH:21][CH:20]=4)=[CH:31][CH:30]=3)[CH:26]=[N:27]2)=[CH:33][CH:34]=1 |^1:0|. Procedure details: To a flame dried flask is added ethanol (6 mL) and freshly cut sodium metal (62.4 mg, 2.71 mmol). The solution is stirred until homogenous. Recrystallized urea (98 mg, 1.63 mmol) is added and the solution is stirred at room temperature for 5 minutes. 1-{6-[1-(4-Fluoro-phenyl)-1H-indazol-5-yloxy]-pyridin-3-yl}-pyrrolidine-2,2-dicarboxylic acid diethyl ester (0.54 mmol) is added, and the solution is heated to 80° C. for 30 minutes, then cooled to 50° C. and stirred for 16 hours. The reaction is th... The reactants are CO, CC(C)(O)c1ccc(C(=CC2CCCC2)c2cc3cc(F)cnc3[nH]2)cc1. The product is CC(C)(O)c1ccc(C(CC2CCCC2)c2cc3cc(F)cnc3[nH]2)cc1. Reaction SMILES: [CH3:28][OH:29].[CH:1]1([CH:6]=[C:7]([c:8]2[cH:9][c:10]3[c:11]([n:12][cH:13][c:14]([F:16])[cH:15]3)[nH:17]2)[c:18]2[cH:19][cH:20][c:21]([C:24]([CH3:25])([CH3:26])[OH:27])[cH:22][cH:23]2)[CH2:2][CH2:3][CH2:4][CH2:5]1>>[CH:1]1([CH2:6][CH:7]([c:8]2[cH:9][c:10]3[c:11]([n:12][cH:13][c:14]([F:16])[cH:15]3)[nH:17]2)[c:18]2[cH:19][cH:20][c:21]([C:24]([CH3:25])([CH3:26])[OH:27])[cH:22][cH:23]2)[CH2:2][CH2:3][CH2:4][CH2:5]1.